This data is from the Open Reaction Database (ORD), a public repository of structured organic reaction records. The task is: describe an organic reaction: reactants, conditions, products, and yield Starting materials: BrC=1N=C2C(=NC1)NC=C2 (2-bromo-5H-pyrrolo[2,3-b]pyrazine), CC1(CCCC1)C(=O)Cl (1-methyl-cyclopentanecarbonyl chloride). Product: BrC=1N=C2C(=NC1)NC=C2C(=O)C2(CCCC2)C ((2-Bromo-5H-pyrrolo[2,3-b]pyrazin-7-yl)-(1-methyl-cyclopentyl)-methanone). As a reaction SMILES: [Br:1][C:2]1[N:3]=[C:4]2[CH:10]=[CH:9][NH:8][C:5]2=[N:6][CH:7]=1.[CH3:11][C:12]1([C:17](Cl)=[O:18])[CH2:16][CH2:15][CH2:14][CH2:13]1>>[Br:1][C:2]1[N:3]=[C:4]2[C:10]([C:17]([C:12]3([CH3:11])[CH2:16][CH2:15][CH2:14][CH2:13]3)=[O:18])=[CH:9][NH:8][C:5]2=[N:6][CH:7]=1. Reported procedure: (2-Bromo-5H-pyrrolo[2,3-b]pyrazin-7-yl)-(1-methyl-cyclopentyl)-methanone was prepared starting from 2-bromo-5H-pyrrolo[2,3-b]pyrazine and 1-methyl-cyclopentanecarbonyl chloride following general procedures as described in these Examples. MP 206.9-207.9° C., M+H=308. Reactants: C(C1=CC=CC=C1)OC(=O)N[C@@H]1C[C@@H](CCC1)NC(OC)=O (Methyl N-[(1R,3S)-3-benzyloxycarbonylaminocyclohexyl]carbamate), C(C1=CC=CC=C1)OC(=O)N[C@@H]1C[C@@H](CCC1)NC(OC)=O (methyl N-[(1R,3S)-3-benzyloxycarbonylaminocyclohexyl]carbamate). The reagents and catalysts are [Pd] (Pd/C). Solvent: C(C)O (ethanol). Run at time 8 hour. Yields the product N[C@@H]1C[C@@H](CCC1)NC(OC)=O (methyl N-[(1R,3S)-3-aminocyclohexyl]carbamate). As a reaction SMILES: [CH2:1]([O:8][C:9]([NH:11][C@H:12]1[CH2:17][CH2:16][CH2:15][C@@H:14]([NH:18]C(=O)OC)[CH2:13]1)=[O:10])C1C=CC=CC=1>C(O)C.[Pd]>[NH2:18][C@H:14]1[CH2:15][CH2:16][CH2:17][C@@H:12]([NH:11][C:9](=[O:10])[O:8][CH3:1])[CH2:13]1. Procedure: Methyl N-[(1R,3S)-3-benzyloxycarbonylaminocyclohexyl]carbamate, 19a, (1.09 g, 3.56 mmol) was dissolved in ethanol (100 mL) and treated with 10% Pd/C (0.38 g, 0.36 mmol). The flask was capped, degassed and fitted with a hydrogen balloon and allowed to stir overnight. The reaction mixture was filtered under nitrogen and concentrated in vacuo to provide the product, 19b, as a white solid. The product is C(C)OC=1C=C(C=CC1[N+](=O)[O-])N1CCN(CC1)C1CCNCC1 (1-[3-(ethyloxy)-4-nitrophenyl]-4-(4-piperidinyl)piperazine). Starting materials: C(C)(=O)O[BH-](OC(C)=O)OC(C)=O.[Na+] (sodium triacetoxyborohydride), C(C)OC=1C=C(C=CC1[N+](=O)[O-])N1CCNCC1 (1-[3-(ethyloxy)-4-nitrophenyl]piperazine), C(=O)(OC(C)(C)C)N1CCC(CC1)=O (1-BOC-4-piperidone), CC(=O)O (HOAc). Reaction conditions: time 3 hour. The yield is 80.0%. Reaction SMILES: [CH2:1]([O:3][C:4]1[CH:5]=[C:6]([N:13]2[CH2:18][CH2:17][NH:16][CH2:15][CH2:14]2)[CH:7]=[CH:8][C:9]=1[N+:10]([O-:12])=[O:11])[CH3:2].C([N:26]1[CH2:31][CH2:30][C:29](=O)[CH2:28][CH2:27]1)(OC(C)(C)C)=O.CC(O)=O.C(O[BH-](OC(=O)C)OC(=O)C)(=O)C.[Na+]>ClCCCl>[CH2:1]([O:3][C:4]1[CH:5]=[C:6]([N:13]2[CH2:14][CH2:15][N:16]([CH:29]3[CH2:30][CH2:31][NH:26][CH2:27][CH2:28]3)[CH2:17][CH2:18]2)[CH:7]=[CH:8][C:9]=1[N+:10]([O-:12])=[O:11])[CH3:2] |f:3.4|. Solvent: ClCCCl (DCE). Procedure: To a stirred solution of 1-[3-(ethyloxy)-4-nitrophenyl]piperazine (Example 143, step A) (0.53 g, 2.1 mmol) and 1-BOC-4-piperidone (2.1 g, 10.6 mmol) in DCE (21 mL) was added HOAc (0.25 g, 4.2 mmol) followed by addition of sodium triacetoxyborohydride (2.2 g, 10.6 mmol). The reaction was stirred under N2 at rt for 3 h. The reaction was quenched with aqueous (saturated) NaHCO3 and extracted with DCM (3×). The combined organic layers were dried (MgSO4), filtered, and concentrated under vacuum. The ... The reactants are NC1=C2N=C(N(C2=NC(=N1)OCCCC)CCCC1N(CCCC1)C(=O)OCC1=CC=CC=C1)OC (Phenylmethyl 2-{3-[6-amino-2-(butyloxy)-8-(methyloxy)-9H-purin-9-yl]propyl}-1-piperidinecarboxylate), FC(C(=O)O)(F)F.C(CCC)OC1=NC(=C2N=C(NC2=N1)OC)N (2-(butyloxy)-8-(methyloxy)-9H-purin-6-amine trifluoroacetate), BrCCCC1CN(CCC1)C(=O)OCC1=CC=CC=C1 (phenylmethyl 3-(3-bromopropyl)-1-piperidinecarboxylate). Product: NC1=C2N=C(N(C2=NC(=N1)OCCCC)CCCC1CN(CCC1)C(=O)OCC1=CC=CC=C1)OC (Phenylmethyl 3-{3-[6-amino-2-(butyloxy)-8-(methyloxy)-9H-purin-9-yl]propyl}-1-piperidinecarboxylate). As a reaction SMILES: [NH2:1][C:2]1[N:10]=[C:9]([O:11][CH2:12][CH2:13][CH2:14][CH3:15])[N:8]=[C:7]2[C:3]=1[N:4]=[C:5]([O:35][CH3:36])[N:6]2[CH2:16][CH2:17][CH2:18][CH:19]1[CH2:24][CH2:23][CH2:22]CN1C(OCC1C=CC=CC=1)=O.FC(F)(F)C(O)=O.C(OC1N=C2C(N=C(OC)N2)=C(N)N=1)CCC.BrCCCC1CCC[N:67]([C:71]([O:73][CH2:74][C:75]2[CH:80]=[CH:79][CH:78]=[CH:77][CH:76]=2)=[O:72])[CH2:66]1>>[NH2:1][C:2]1[N:10]=[C:9]([O:11][CH2:12][CH2:13][CH2:14][CH3:15])[N:8]=[C:7]2[C:3]=1[N:4]=[C:5]([O:35][CH3:36])[N:6]2[CH2:16][CH2:17][CH2:18][CH:19]1[CH2:24][CH2:23][CH2:22][N:67]([C:71]([O:73][CH2:74][C:75]2[CH:80]=[CH:79][CH:78]=[CH:77][CH:76]=2)=[O:72])[CH2:66]1 |f:1.2|. Reported procedure: Prepared similarly to Intermediate 31 from 2-(butyloxy)-8-(methyloxy)-9H-purin-6-amine trifluoroacetate and phenylmethyl 3-(3-bromopropyl)-1-piperidinecarboxylate. LCMS (System D): tRET=3.39 min; MH+ 497 Reactants: CO, CC1(C)OCC(C)(C)C(C(=O)NCCC(=O)OCc2ccccc2)O1, [Na+], [OH-]. Yields the product CC1(C)OCC(C)(C)C(C(=O)NCCC(=O)O)O1. Reaction SMILES: [CH3:28][OH:29].[CH3:3][C:4]1([CH3:27])[O:5][CH2:6][C:7]([CH3:25])([CH3:26])[CH:8]([C:10](=[O:11])[NH:12][CH2:13][CH2:14][C:15](=[O:16])[O:17][CH2:18][c:19]2[cH:20][cH:21][cH:22][cH:23][cH:24]2)[O:9]1.[Na+:2].[OH-:1]>>[CH3:3][C:4]1([CH3:27])[O:5][CH2:6][C:7]([CH3:25])([CH3:26])[CH:8]([C:10](=[O:11])[NH:12][CH2:13][CH2:14][C:15](=[O:16])[OH:17])[O:9]1. Starting materials: C(C)C(=O)C (methyl ethyl ketone), CN1C(CCC1)=O (N-methylpyrrolidone). Yields the product C=CC1=CC=CC=C1.C=CC(=O)O (JONCRYL 611), acrylic acid ester styrene. Reaction SMILES: [CH2:1]([C:3]([CH3:5])=[O:4])[CH3:2].CN1[CH2:11][CH2:10][CH2:9][C:8]1=[O:12]>>[CH2:2]=[CH:1][C:3]1[CH:5]=[CH:11][CH:10]=[CH:9][CH:8]=1.[CH2:2]=[CH:1][C:3]([OH:4])=[O:12] |f:2.3|. Procedure: A true spherical silica fine particle (“SEAHOSTER KEP150”, produced by Nippon Shokubai K.K.) having an average particle size of 1.5 μm (10 parts), 2 parts of a dispersant polymer (“JONCRYL 611”, acrylic acid ester styrene copolymer, produced by Johnson Polymer), 16 parts of methyl ethyl ketone and 64 parts of N-methylpyrrolidone were mixed, and the resulting mixture was put in a 200 ml-volume polyethylene-made container together with 30 parts of glass bead having a diameter of 2 mm and dispersed...